Dataset: the Open Reaction Database (ORD), a public repository of structured organic reaction records. Task: describe an organic reaction: reactants, conditions, products, and yield Reactants: C[Mg]Br (methylmagnesium bromide), COC=1C=C2C=CC(=CC2=CC1)C(=O)C=1N=CN(C1)C(C1=CC=CC=C1)(C1=CC=CC=C1)C1=CC=CC=C1 ((6-Methoxynaphthalen-2-yl)-(1-trityl-1H-imidazol-4-yl)ketone), C1CCOC1 (THF), [Cl-].[NH4+] (ammonium chloride), O (water). The solvent is CCOCC (ether). Run at temperature 0 celsius, time 20 minute. The product is N1C=NC(=C1)C(C)(O)C1=CC2=CC=C(C=C2C=C1)OC (1-(1H-Imidazol-4-yl)-1-(6-methoxynaphthalen-2-yl)ethanol). As a reaction SMILES: COC1C=C2[C:10](=[CH:11][CH:12]=1)[CH:9]=[C:8]([C:13]([C:15]1[N:16]=[CH:17][N:18](C(C3C=CC=CC=3)(C3C=CC=CC=3)C3C=CC=CC=3)[CH:19]=1)=[O:14])[CH:7]=[CH:6]2.[CH3:39][Mg]Br.[Cl-].[NH4+].O.[CH2:45]1[CH2:49][O:48][CH2:47][CH2:46]1>CCOCC>[NH:18]1[CH:19]=[C:15]([C:13]([C:8]2[CH:7]=[CH:6][C:46]3[C:10](=[CH:11][CH:12]=[C:49]([O:48][CH3:47])[CH:45]=3)[CH:9]=2)([OH:14])[CH3:39])[N:16]=[CH:17]1 |f:2.3|. Procedure: (6-Methoxynaphthalen-2-yl)-(1-trityl-1H-imidazol-4-yl)ketone (2.50 g) was dissolved in THF (20 ml), and the solution was cooled to 0° C. To the solution was slowly added dropwise a solution of methylmagnesium bromide in ether (3.0M, 3.4 ml), and the mixture was stirred for 20 min at 0° C. To the reaction mixture was added saturated aqueous solution of ammonium chloride and water. The mixture was extracted with ethyl acetate. The extract was washed with saturated aqueous solution of sodium chlori... The reactants are NC=1C=CC(=NC1)OC=1C=C2CCC(OC2=CC1)C1=CC=CC=C1 (5-amino-2-(2-phenylchroman-6-yloxy)pyridine), [N+](=O)([O-])C=1C=CC(=NC1)OC=1C=C2CCC(OC2=CC1)C1=CC=CC=C1 (5-nitro-2-(2-phenylchroman-6-yloxy)-pyridine). Product: N1=C(C=CC=C1)OC=1C=C(C=CC1)C1OC2=CC=C(C=C2CC1)OC1=CC=C(C=N1)N (6-{2-[3-(Pyridin-2-yloxy)phenyl]chroman-6-yloxy}pyridin-3-ylamine). RXN SMILES: [NH2:1][C:2]1[CH:3]=[CH:4][C:5]([O:8][C:9]2[CH:10]=[C:11]3[C:16](=[CH:17][CH:18]=2)[O:15][CH:14]([C:19]2[CH:24]=[CH:23][CH:22]=[CH:21][CH:20]=2)[CH2:13][CH2:12]3)=[N:6][CH:7]=1.[N+]([C:28]1[CH:29]=[CH:30][C:31]([O:34]C2C=C3C(=CC=2)OC(C2C=CC=CC=2)CC3)=[N:32][CH:33]=1)([O-])=O>>[N:32]1[CH:33]=[CH:28][CH:29]=[CH:30][C:31]=1[O:34][C:23]1[CH:24]=[C:19]([CH:14]2[CH2:13][CH2:12][C:11]3[C:16](=[CH:17][CH:18]=[C:9]([O:8][C:5]4[N:6]=[CH:7][C:2]([NH2:1])=[CH:3][CH:4]=4)[CH:10]=3)[O:15]2)[CH:20]=[CH:21][CH:22]=1. Procedure: Using the same procedure described for 5-amino-2-(2-phenylchroman-6-yloxy)pyridine but replacing 5-nitro-2-(2-phenylchroman-6-yloxy)-pyridine by: